From a dataset of the Open Reaction Database (ORD), a public repository of structured organic reaction records. describe an organic reaction: reactants, conditions, products, and yield The reactants are CC(C)([O-])C.[K+] (Potassium tert-butoxide), O=C1C=2N(C3=CC=C(C=C3N1)SC=1C=C(C=CC1)C1(CCOCC1)C#N)C(=NN2)C2=CC=CC=C2 (4-[3-(4-Oxo-1-phenyl-4,5-dihydro-[1,2,4]triazolo[4,3-a]quinoxalin-7-ylsulfanyl)-phenyl]-tetrahydro-pyran-4-carbonitrile), IC (iodomethane). The solvent is CCOC(=O)C (EtOAc), O (water), C1CCOC1 (THF). Run at temperature 0 celsius, time 8 hour. The product is CN1C(C=2N(C3=CC=C(C=C13)SC=1C=C(C=CC1)C1(CCOCC1)C#N)C(=NN2)C2=CC=CC=C2)=O (4-[3-(5-Methyl-4-oxo-1-phenyl-4,5-dihydro-[1,2,4]triazolo[4,3-a]quinoxalin-7-ylsulfanyl)-phenyl]-tetrahydro-pyran-4-carbonitrile). Reaction SMILES: [O:1]=[C:2]1[NH:11][C:10]2[C:5](=[CH:6][CH:7]=[C:8]([S:12][C:13]3[CH:14]=[C:15]([C:19]4([C:25]#[N:26])[CH2:24][CH2:23][O:22][CH2:21][CH2:20]4)[CH:16]=[CH:17][CH:18]=3)[CH:9]=2)[N:4]2[C:27]([C:30]3[CH:35]=[CH:34][CH:33]=[CH:32][CH:31]=3)=[N:28][N:29]=[C:3]12.[CH3:36]C(C)([O-])C.[K+].IC>C1COCC1.CCOC(C)=O.O>[CH3:36][N:11]1[C:10]2[C:5](=[CH:6][CH:7]=[C:8]([S:12][C:13]3[CH:14]=[C:15]([C:19]4([C:25]#[N:26])[CH2:24][CH2:23][O:22][CH2:21][CH2:20]4)[CH:16]=[CH:17][CH:18]=3)[CH:9]=2)[N:4]2[C:27]([C:30]3[CH:35]=[CH:34][CH:33]=[CH:32][CH:31]=3)=[N:28][N:29]=[C:3]2[C:2]1=[O:1] |f:1.2|. Procedure details: 7c (58 mg, 0.12 mmol) was dissolved in THF (1.2 μL) and cooled to 0° C. Potassium tert-butoxide (18 mg, 0.16 mmol) was added, followed by iodomethane (0.01 mL, 0.18 mmol), and the reaction was warmed to room temperature and stirred overnight. The reaction was diluted with EtOAc and water, and the aqueous layer was extracted with EtOAc. The combined organics were washed with brine, dried over MgSO4, filtered, and concentrated. The residue was purified by silica gel chromatography (20-100% EtOAc, ... Procedure details: The titled compound was prepared as the hydrochloride salt according to Method CB using the product of Example 1A (78 mg, 0.5 mmol) and 1-ethynyl-3,5-difluorobenzene (Apollo, 69 mg, 0.5 mmol). 1H NMR (300 MHz, DMSO-d6) δ 7.50 (tt, J=9.3, 2.4 Hz, 1H), 7.60-7.78 (m, 3H), 7.89 (s, 1H), 8.32 (dt, J=7.8, 2.2 Hz, 1H), 8.76 (d, J=3.4 Hz, 1H), 9.11 (d, J=1.7 Hz, 1H) ppm; MS (DCI/NH3) m/z 259 (M+H)+. As a reaction SMILES: [OH:1][N:2]=[C:3](Cl)[C:4]1[CH:9]=[CH:8][CH:7]=[N:6][CH:5]=1.[C:11]([C:13]1[CH:18]=[C:17]([F:19])[CH:16]=[C:15]([F:20])[CH:14]=1)#[CH:12].N>>[F:19][C:17]1[CH:18]=[C:13]([C:11]2[O:1][N:2]=[C:3]([C:4]3[CH:5]=[N:6][CH:7]=[CH:8][CH:9]=3)[CH:12]=2)[CH:14]=[C:15]([F:20])[CH:16]=1. Product: FC=1C=C(C=C(C1)F)C1=CC(=NO1)C=1C=NC=CC1 (5-(3,5-Difluorophenyl)-3-(pyridin-3-yl)isoxazole). Starting materials: hydrochloride salt, N (NH3), ON=C(C1=CN=CC=C1)Cl (N-Hydroxynicotinimidoyl chloride), C(#C)C1=CC(=CC(=C1)F)F (1-ethynyl-3,5-difluorobenzene). Starting materials: CO, COC(=O)c1ccc(Cl)c(SC)c1OC, [Li+], [OH-], O. Product: COc1c(C(=O)O)ccc(Cl)c1SC. RXN SMILES: [CH3:19][OH:20].[Cl:1][c:2]1[c:3]([S:14][CH3:15])[c:4]([O:12][CH3:13])[c:5]([C:6](=[O:7])[O:8][CH3:9])[cH:10][cH:11]1.[Li+:18].[OH-:17].[OH2:16]>>[Cl:1][c:2]1[c:3]([S:14][CH3:15])[c:4]([O:12][CH3:13])[c:5]([C:6](=[O:7])[OH:8])[cH:10][cH:11]1. The reactants are ClC1=C(C=CC(=C1)Cl)C(C(C)OC=1NN=C(C1)CC)=O (1-(2,4-dichloro-phenyl)-2-(5-ethyl-2H-pyrazol-3-yloxy)-propan-1-one), CCOC(=O)C (EtOAc), [NH4+].[Cl-] (NH4Cl), C(=O)([O-])[O-].[Na+].[Na+] (Na2CO3). Reagents/catalysts: [Ti](Cl)(Cl)(Cl)Cl (titanium tetrachloride). Run in ClCCCl (1,2-dichloroethane). Reaction conditions: temperature 80 celsius. Product: ClC1=C(C=CC(=C1)Cl)C=1N2C(OC1C)=CC(=N2)CC (3-(2,4-Dichloro-phenyl)-6-ethyl-2-methyl-pyrazolo[5,1-b]oxazole). Reaction SMILES: [Cl:1][C:2]1[CH:7]=[C:6]([Cl:8])[CH:5]=[CH:4][C:3]=1[C:9](=O)[CH:10]([O:12][C:13]1[NH:14][N:15]=[C:16]([CH2:18][CH3:19])[CH:17]=1)[CH3:11].[NH4+].[Cl-].C([O-])([O-])=O.[Na+].[Na+].CCOC(C)=O>ClCCCl.[Ti](Cl)(Cl)(Cl)Cl>[Cl:1][C:2]1[CH:7]=[C:6]([Cl:8])[CH:5]=[CH:4][C:3]=1[C:9]1[N:14]2[N:15]=[C:16]([CH2:18][CH3:19])[CH:17]=[C:13]2[O:12][C:10]=1[CH3:11] |f:1.2,3.4.5|. Procedure details: To a pale yellow solution of 1-(2,4-dichloro-phenyl)-2-(5-ethyl-2H-pyrazol-3-yloxy)-propan-1-one (9.00 g, 28.7 mmol) in 1,2-dichloroethane (125 ml) is slowly added via syringe titanium tetrachloride (3.80 ml, 34.5 mmol) generating a dark red solution. The reaction mixture is heated at 80° C. for 3 hours and allowed to cool to RT. The reaction mixture is poured slowly into NH4Cl (200 ml) and basified (pH 8) using Na2CO3 (200 ml). EtOAc (300 ml) is added and the biphasic solution is filtered throu... Starting materials: COC(=O)[C@H]1N(C[C@@H](C1)S(=O)(=O)C1=C(C=CC=C1)C(F)(F)F)C(CC(=O)C1CC1)=S ((2S,4R)-1-(3-cyclopropyl-3-oxo-thiopropionyl)-4-(2-trifluoromethyl-benzenesulfonyl)-pyrrolidine-2-carboxylic acid methyl ester), Cl.NN (hydrazine hydrochloride). Yields the product COC(=O)[C@H]1N(C[C@@H](C1)S(=O)(=O)C1=C(C=CC=C1)C(F)(F)F)C=1NN=C(C1)C1CC1 ((2S,4R)-1-(5-Cyclopropyl-2H-pyrazol-3-yl)-4-(2-trifluoromethyl-benzenesulfonyl)-pyrrolidine-2-carboxylic acid methyl ester). Reaction SMILES: [CH3:1][O:2][C:3]([C@@H:5]1[CH2:9][C@@H:8]([S:10]([C:13]2[CH:18]=[CH:17][CH:16]=[CH:15][C:14]=2[C:19]([F:22])([F:21])[F:20])(=[O:12])=[O:11])[CH2:7][N:6]1[C:23](=S)[CH2:24][C:25]([CH:27]1[CH2:29][CH2:28]1)=O)=[O:4].Cl.[NH2:32][NH2:33]>>[CH3:1][O:2][C:3]([C@@H:5]1[CH2:9][C@@H:8]([S:10]([C:13]2[CH:18]=[CH:17][CH:16]=[CH:15][C:14]=2[C:19]([F:22])([F:21])[F:20])(=[O:12])=[O:11])[CH2:7][N:6]1[C:23]1[NH:32][N:33]=[C:25]([CH:27]2[CH2:29][CH2:28]2)[CH:24]=1)=[O:4] |f:1.2|. Procedure details: In analogy to the procedure described in example 192 h, (2S,4R)-1-(3-cyclopropyl-3-oxo-thiopropionyl)-4-(2-trifluoromethyl-benzenesulfonyl)-pyrrolidine-2-carboxylic acid methyl ester (example 398a) was reacted with hydrazine hydrochloride (CAS Reg. No. 2644-70-4) to give the title compound as brown oil. Reactants: CCOCC, CNC, ClP(Cl)(Cl)(Cl)Cl, ClCCl, ClCCl, CS(=O)(=O)Nc1cc2c(cc1Oc1ccc(F)cc1F)C(O)CC2. Yields the product CN(C)C1CCc2cc(NS(C)(=O)=O)c(Oc3ccc(F)cc3F)cc21. Reaction SMILES: [CH2:34]([O:35][CH2:36][CH3:37])[CH3:38].[CH3:31][NH:32][CH3:33].[Cl:25][P:26]([Cl:27])([Cl:28])([Cl:29])[Cl:30].[Cl:39][CH2:40][Cl:41].[Cl:42][CH2:43][Cl:44].[F:1][c:2]1[c:3]([O:4][c:5]2[c:6]([NH:15][S:16](=[O:17])(=[O:18])[CH3:19])[cH:7][c:8]3[c:12]([cH:13]2)[CH:11]([OH:14])[CH2:10][CH2:9]3)[cH:20][cH:21][c:22]([F:24])[cH:23]1>>[F:1][c:2]1[c:3]([O:4][c:5]2[c:6]([NH:15][S:16](=[O:17])(=[O:18])[CH3:19])[cH:7][c:8]3[c:12]([cH:13]2)[CH:11]([N:32]([CH3:31])[CH3:33])[CH2:10][CH2:9]3)[cH:20][cH:21][c:22]([F:24])[cH:23]1.